describe an organic reaction: reactants, conditions, products, and yield From a dataset of the Open Reaction Database (ORD), a public repository of structured organic reaction records. The reactants are O=C([O-])[O-], CN(C)C=O, FC(F)(F)c1ccc(Cl)nc1, O=C(O)Cc1ccc(O)c(Cl)c1, [K+], [K+], O. Yields the product O=C(O)Cc1ccc(Oc2ccc(C(F)(F)F)cn2)c(Cl)c1. Reaction SMILES: [C:13](=[O:14])([O-:15])[O-:16].[CH3:31][N:32]([CH3:33])[CH:34]=[O:35].[Cl:19][c:20]1[n:21][cH:22][c:23]([C:26]([F:27])([F:28])[F:29])[cH:24][cH:25]1.[Cl:1][c:2]1[cH:3][c:4]([CH2:9][C:10](=[O:11])[OH:12])[cH:5][cH:6][c:7]1[OH:8].[K+:17].[K+:18].[OH2:30]>>[Cl:1][c:2]1[cH:3][c:4]([CH2:9][C:10](=[O:11])[OH:12])[cH:5][cH:6][c:7]1[O:8][c:20]1[n:21][cH:22][c:23]([C:26]([F:27])([F:28])[F:29])[cH:24][cH:25]1. Starting materials: ClC=1C=C(C=CC1Cl)C(CCCCCCCC)=O (3',4'-dichlorononanophenone), C(CCCCCCCC)(=O)Cl (nonanoyl chloride). Yields the product ClC=1C=C(C=CC1Cl)C(CCCCCC)Cl ((±)-1-(3,4-dichlorophenyl)heptyl chloride). RXN SMILES: [Cl:1][C:2]1[CH:3]=[C:4]([C:9](=O)[CH2:10][CH2:11][CH2:12][CH2:13][CH2:14][CH2:15]CC)[CH:5]=[CH:6][C:7]=1[Cl:8].C([Cl:29])(=O)CCCCCCCC>>[Cl:1][C:2]1[CH:3]=[C:4]([CH:9]([Cl:29])[CH2:10][CH2:11][CH2:12][CH2:13][CH2:14][CH3:15])[CH:5]=[CH:6][C:7]=1[Cl:8]. Procedure: 3',4'-dichlorononanophenone, b.p. 155°-157° C./0.25 mmHg, from nonanoyl chloride. Starting materials: C(C)NC1=C(C=CC(=C1)OC)C1CC2=CC=C(C=C2CC1)OC (ethyl[5-methoxy-2-(6-methoxy-1,2,3,4-tetrahydronaphthalen-2-yl)phenyl]amine), Cl.N1=C(C=CC=C1)C(=O)Cl (picolinoyl chloride hydrochloride), C(C)N(C(=O)C1=NC=CC=C1)C1=C(C=CC(=C1)OC)C1CC2=CC=C(C=C2CC1)OC (pyridine-2-carboxylic acid ethyl [5-methoxy-2-(6-methoxy-1,2,3,4-tetrahydronaphthalen-2-yl)phenyl]amide). Product: C(C)N(CC1=NC=CC=C1)C1=C(C=CC(=C1)OC)C1CC2=CC=C(C=C2CC1)OC (ethyl[5-methoxy-2-(6-methoxy-1,2,3,4-tetrahydronaphthalen-2-yl)phenyl]pyridin-2-ylmethylamine). Isolated yield 80.2%. As a reaction SMILES: C(NC1C=C(OC)C=CC=1C1CCC2C(=CC=C(OC)C=2)C1)C.Cl.N1C=CC=CC=1C(Cl)=O.[CH2:34]([N:36]([C:45]1[CH:50]=[C:49]([O:51][CH3:52])[CH:48]=[CH:47][C:46]=1[CH:53]1[CH2:62][CH2:61][C:60]2[C:55](=[CH:56][CH:57]=[C:58]([O:63][CH3:64])[CH:59]=2)[CH2:54]1)[C:37]([C:39]1[CH:44]=[CH:43][CH:42]=[CH:41][N:40]=1)=O)[CH3:35]>>[CH2:34]([N:36]([C:45]1[CH:50]=[C:49]([O:51][CH3:52])[CH:48]=[CH:47][C:46]=1[CH:53]1[CH2:62][CH2:61][C:60]2[C:55](=[CH:56][CH:57]=[C:58]([O:63][CH3:64])[CH:59]=2)[CH2:54]1)[CH2:37][C:39]1[CH:44]=[CH:43][CH:42]=[CH:41][N:40]=1)[CH3:35] |f:1.2|. Procedure details: Synthesized from ethyl[5-methoxy-2-(6-methoxy-1,2,3,4-tetrahydronaphthalen-2-yl)phenyl]amine and picolinoyl chloride hydrochloride according to an analogous synthetic method to Preparation Example 87, pyridine-2-carboxylic acid ethyl [5-methoxy-2-(6-methoxy-1,2,3,4-tetrahydronaphthalen-2-yl)phenyl]amide (129 mg) was used according to an analogous synthetic method to Example 337 described below to provide ethyl[5-methoxy-2-(6-methoxy-1,2,3,4-tetrahydronaphthalen-2-yl)phenyl]pyridin-2-ylmethylamin...